From a dataset of the Open Reaction Database (ORD), a public repository of structured organic reaction records. describe an organic reaction: reactants, conditions, products, and yield Starting materials: CC(=O)NC1CCNC1, CN1CCCC1=O, O=C(O)c1cn(-c2ccccc2)c2cc(Cl)c(F)cc2c1=O. Yields the product CC(=O)NC1CCN(c2cc3c(cc2F)c(=O)c(C(=O)O)cn3-c2ccccc2)C1. Reaction SMILES: [C:23]([CH3:24])(=[O:25])[NH:26][CH:27]1[CH2:28][NH:29][CH2:30][CH2:31]1.[CH3:32][N:33]1[CH2:34][CH2:35][CH2:36][C:37]1=[O:38].[Cl:1][c:2]1[c:3]([F:22])[cH:4][c:5]2[c:6](=[O:21])[c:7]([C:18](=[O:19])[OH:20])[cH:8][n:9](-[c:12]3[cH:13][cH:14][cH:15][cH:16][cH:17]3)[c:10]2[cH:11]1>>[c:2]1([N:29]2[CH2:28][CH:27]([NH:26][C:23]([CH3:24])=[O:25])[CH2:31][CH2:30]2)[c:3]([F:22])[cH:4][c:5]2[c:6](=[O:21])[c:7]([C:18](=[O:19])[OH:20])[cH:8][n:9](-[c:12]3[cH:13][cH:14][cH:15][cH:16][cH:17]3)[c:10]2[cH:11]1. Reactants: C(C1=CC=CC=C1)N1CCC(CC1)CCCNC=1C(=CC=CC1)N (N-(3-(1-Benzyl-piperidin-4-yl)-propyl)-benzene-1,2-diamine), C(OC)(OC)OC (trimethyl orthoformate), Cl (HCl). Solvent: CCOC(=O)C (EtOAc). Conditions: temperature 80 celsius, time 16 hour. The product is C(C1=CC=CC=C1)N1CCC(CC1)CCCN1C=NC2=C1C=CC=C2 (1-(3-(1-Benzyl-piperidin-4yl)-propyl)-1-H-benzoimidazole). RXN SMILES: [CH2:1]([N:8]1[CH2:13][CH2:12][CH:11]([CH2:14][CH2:15][CH2:16][NH:17][C:18]2[C:19]([NH2:24])=[CH:20][CH:21]=[CH:22][CH:23]=2)[CH2:10][CH2:9]1)[C:2]1[CH:7]=[CH:6][CH:5]=[CH:4][CH:3]=1.Cl.[CH:26](OC)(OC)OC>CCOC(C)=O>[CH2:1]([N:8]1[CH2:9][CH2:10][CH:11]([CH2:14][CH2:15][CH2:16][N:17]2[C:18]3[CH:23]=[CH:22][CH:21]=[CH:20][C:19]=3[N:24]=[CH:26]2)[CH2:12][CH2:13]1)[C:2]1[CH:3]=[CH:4][CH:5]=[CH:6][CH:7]=1. Reported procedure: To a solution of 160 mg of N-(3-(1-benzyl-piperidin-4-yl)-propyl)-benzene-1,2-diamine (from Step E) in 4.3 mL of trimethyl orthoformate was added 0. 16 mL concentrated HCl. After stirring at 80° C. for 16 hr, the reaction was diluted with EtOAc and washed with sat'd NaHCO3 solution. Aqueous phase was extracted with 2×20 mL EtOAc. The combined organic phases were washed with brine, dried over MgSO4 and concentrated to give 198 mg of oil, which was used for the next step without further purificati... Starting materials: F[C@H]1CO[C@@H](CC[C@H]1NC(OC(C)(C)C)=O)C1=C(C=NN1C)[N+](=O)[O-] (tert-butyl ((3R,4R,7S)-3-fluoro-7-(1-methyl-4-nitro-1H-pyrazol-5-yl)oxepan-4-yl)carbamate), F[C@H]1CO[C@@H](CC[C@H]1NC(OC(C)(C)C)=O)C1=C(C=NN1C)[N+](=O)[O-] (tert-butyl ((3R,4R,7S)-3-fluoro-7-(1-methyl-4-nitro-1H-pyrazol-5-yl)oxepan-4-yl)carbamate), FC1=C(C(=CC(=C1)OC)F)C1=C(C=CC(=N1)C(=O)O)F (6-(2,6-difluoro-4-methoxyphenyl)-5-fluoropicolinic acid). Yields the product N[C@@H]1CC[C@H](OC[C@@H]1F)C1=C(C=NN1C)NC(C1=NC(=C(C=C1)F)C1=C(C=C(C=C1F)OC)F)=O (N-(5-((2S,5R,6R)-5-Amino-6-fluorooxepan-2-yl)-1-methyl-1H-pyrazol-4-yl)-6-(2,6-difluoro-4-methoxyphenyl)-5-fluoropicolinamide). The yield is 26.0%. RXN SMILES: [F:1][C@@H:2]1[C@H:8]([NH:9]C(=O)OC(C)(C)C)[CH2:7][CH2:6][C@@H:5]([C:17]2[N:21]([CH3:22])[N:20]=[CH:19][C:18]=2[N+:23]([O-])=O)[O:4][CH2:3]1.[F:26][C:27]1[CH:32]=[C:31]([O:33][CH3:34])[CH:30]=[C:29]([F:35])[C:28]=1[C:36]1[N:41]=[C:40]([C:42](O)=[O:43])[CH:39]=[CH:38][C:37]=1[F:45]>>[NH2:9][C@H:8]1[C@@H:2]([F:1])[CH2:3][O:4][C@H:5]([C:17]2[N:21]([CH3:22])[N:20]=[CH:19][C:18]=2[NH:23][C:42](=[O:43])[C:40]2[CH:39]=[CH:38][C:37]([F:45])=[C:36]([C:28]3[C:29]([F:35])=[CH:30][C:31]([O:33][CH3:34])=[CH:32][C:27]=3[F:26])[N:41]=2)[CH2:6][CH2:7]1. Procedure: Following the procedure for Example 111 starting from tert-butyl ((3R,4R,7S)-3-fluoro-7-(1-methyl-4-nitro-1H-pyrazol-5-yl)oxepan-4-yl)carbamate (Intermediate 24), and replacing 5-((tert-butoxycarbonyl)amino)-2-(2,6-difluorophenyl)thiazole-4-carboxylic acid with 6-(2,6-difluoro-4-methoxyphenyl)-5-fluoropicolinic acid (see WO2010/56576) gave 187 as a white solid (22 mg, 26%). 1H NMR (400 MHz, CDCl3) δ 10.40 (s, 1H), 8.31 (dd, J=8.6, 4.0 Hz, 1H), 8.21 (s, 1H), 7.71-7.63 (m, 1H), 6.64 (d, J=10.1 Hz,... The reactants are NC=1N=NN(N1)CC1CC1 (5-amino-2-cyclopropylmethyl-2H-tetrazole), C1(=CC=CC=C1)C(C(=O)Cl)C1=CC=CC=C1 (diphenylacetyl chloride). The product is C1(CC1)CN1N=C(N=N1)NC(C(C1=CC=CC=C1)C1=CC=CC=C1)=O (N-(2-Cyclopropylmethyl-2H-tetrazol-5-yl)-2,2-diphenyl-acetamide). Reaction SMILES: [NH2:1][C:2]1[N:3]=[N:4][N:5]([CH2:7][CH:8]2[CH2:10][CH2:9]2)[N:6]=1.[C:11]1([CH:17]([C:21]2[CH:26]=[CH:25][CH:24]=[CH:23][CH:22]=2)[C:18](Cl)=[O:19])[CH:16]=[CH:15][CH:14]=[CH:13][CH:12]=1>>[CH:8]1([CH2:7][N:5]2[N:4]=[N:3][C:2]([NH:1][C:18](=[O:19])[CH:17]([C:11]3[CH:16]=[CH:15][CH:14]=[CH:13][CH:12]=3)[C:21]3[CH:26]=[CH:25][CH:24]=[CH:23][CH:22]=3)=[N:6]2)[CH2:10][CH2:9]1. Procedure: The title compound, white solid, m.p. 147-148° and MS: m/e=334.3 (M++H) was prepared in accordance with the general method of example 1 from 5-amino-2-cyclopropylmethyl-2H-tetrazole and diphenylacetyl chloride. Reactants: C(C)OC(=O)C=1N(C2=CC=C(C=C2C1C=O)F)CC1=CC=CC2=CC=CC=C12 (5-fluoro-3-formyl-1-naphthalen-1-ylmethyl-1H-indole-2-carboxylic acid ethyl ester), Na(CN)BH3, CN (methyl amine). Run in CO (MeOH), CC(=O)O (AcOH), O1CCCC1 (tetrahydrofuran). Reaction conditions: time 3 hour. The product is C(C)OC(=O)C=1N(C2=CC=C(C=C2C1CNC)F)CC1=CC=CC2=CC=CC=C12 (5-fluoro-3-methylaminomethyl-1-naphthalen-1-ylmethyl-1H-indole-2-carboxylic acid ethyl ester). As a reaction SMILES: [CH2:1]([O:3][C:4]([C:6]1[N:7]([CH2:18][C:19]2[C:28]3[C:23](=[CH:24][CH:25]=[CH:26][CH:27]=3)[CH:22]=[CH:21][CH:20]=2)[C:8]2[C:13]([C:14]=1[CH:15]=O)=[CH:12][C:11]([F:17])=[CH:10][CH:9]=2)=[O:5])[CH3:2].[CH3:29][NH2:30]>CO.CC(O)=O.O1CCCC1>[CH2:1]([O:3][C:4]([C:6]1[N:7]([CH2:18][C:19]2[C:28]3[C:23](=[CH:24][CH:25]=[CH:26][CH:27]=3)[CH:22]=[CH:21][CH:20]=2)[C:8]2[C:13]([C:14]=1[CH2:15][NH:30][CH3:29])=[CH:12][C:11]([F:17])=[CH:10][CH:9]=2)=[O:5])[CH3:2]. Reported procedure: To a solution of 5-fluoro-3-formyl-1-naphthalen-1-ylmethyl-1H-indole-2-carboxylic acid ethyl ester (from Example 76.1., 0.60 g) in MeOH (5.0 ml), AcOH (0.92 ml), tetrahydrofuran (2.0 ml) and methyl amine (2 M in THF, 3.2 ml) was added portion wise Na(CN)BH3 (202 mg) and stirring was continued at 22° C. for 3 h. The mixture was evaporated and the residue partitioned between 1 N aqueous HCl and dichlormethane. The pH of the aqueous layer was adjusted to 11 using NaOH, extracted with dichloromethan... The reactants are CN1CCC(=O)CC1, CO, [K+], [OH-], Oc1ccc2[nH]ccc2c1. Product: CN1CC=C(c2c[nH]c3ccc(O)cc23)CC1. RXN SMILES: [CH3:13][N:14]1[CH2:15][CH2:16][C:17](=[O:20])[CH2:18][CH2:19]1.[CH3:21][OH:22].[K+:12].[OH-:11].[nH:1]1[cH:2][cH:3][c:4]2[cH:5][c:6]([OH:10])[cH:7][cH:8][c:9]12>>[nH:1]1[cH:2][c:3]([C:17]2=[CH:16][CH2:15][N:14]([CH3:13])[CH2:19][CH2:18]2)[c:4]2[cH:5][c:6]([OH:10])[cH:7][cH:8][c:9]12. Reactants: ClC=1C=C(C=NC1Cl)N1C[C@@H]2CN[C@@H]2C1 ((1S,5S)-3-(5,6-Dichloropyridin-3-yl)-3,6-diaza-bicyclo[3.2.0]heptane), C(\C=C\C(=O)O)(=O)O (fumaric acid), N (NH3), O (water). Run in C1CCOC1 (THF), CO (MeOH). Reaction conditions: time 6 hour. Product: C(\C=C\C(=O)O)(=O)O.ClC=1C=C(C=NC1Cl)N1C[C@@H]2CN[C@@H]2C1 ((1S,5S)-3-(5,6-Dichloro-pyridin-3-yl)-3,6-diaza-bicyclo[3.2.0]heptane fumarate). RXN SMILES: [Cl:1][C:2]1[CH:3]=[C:4]([N:9]2[CH2:15][C@@H:14]3[C@@H:11]([CH2:12][NH:13]3)[CH2:10]2)[CH:5]=[N:6][C:7]=1[Cl:8].[C:16]([OH:23])(=[O:22])/[CH:17]=[CH:18]/[C:19]([OH:21])=[O:20].O.N>C1COCC1.CO>[C:16]([OH:23])(=[O:22])/[CH:17]=[CH:18]/[C:19]([OH:21])=[O:20].[Cl:1][C:2]1[CH:3]=[C:4]([N:9]2[CH2:15][C@@H:14]3[C@@H:11]([CH2:12][NH:13]3)[CH2:10]2)[CH:5]=[N:6][C:7]=1[Cl:8] |f:6.7|. Procedure: Under N2, to a solution of the product of Example 5J (122 mg, 0.5 mmol) in THF (5 mL) was slowly added the solution of fumaric acid (70 mg, 0.6 mmol) in MeOH (0.6 mL). The mixture was then stirred at ambient temperature for 6 h. White solid started to precipitate. The solid was then filtered and dried (150 mg, yield, 84%). M.p. 198-202° C. Solubility: 2.9 mg/mL (water). 1H NMR (CD3OD, 300 MHZ) δ 3.07 (dd, J=10.5, 6.5 Hz, 1H), 3.17 (dd, J=12.2, 4.7 Hz, 1H), 3.44-3.55 (m, 1H), 3.71 (dd, J=10.5, 4....